This data is from the Open Reaction Database (ORD), a public repository of structured organic reaction records. The task is: describe an organic reaction: reactants, conditions, products, and yield Starting materials: C(C)OC(=O)[C@H]1NC[C@@H]2CC[C@@H](C[C@@H]2C1)CN1C=NC(=C1C(=O)OCC)C(=O)OCC ([3S,4aR,6S,8aR]-Ethyl-6-((4,5-bis-ethoxycarbonyl-1H-imidazol-1-yl)methyl)-1,2,3,4,4a,5,6,7,8,8a-decahydroisoquinoline-3-carboxylate), Cl (hydrochloric acid). Run in C(C)(=O)OCC (ethyl acetate), C(C)(=O)OCC (ethyl acetate). Product: Cl.Cl.C(C)OC(=O)[C@H]1NC[C@@H]2CC[C@@H](C[C@@H]2C1)CN1C=NC(=C1C(=O)OCC)C(=O)OCC ([3S,4aR,6S,8aR]-Ethyl-6-((4,5-bis-ethoxycarbonyl-1H-imidazol-1-yl)methyl)-1,2,3,4,4a,5,6,7,8,8a-decahydroisoquinoline-3-carboxylate Dihydrochloride). RXN SMILES: [CH2:1]([O:3][C:4]([C@@H:6]1[CH2:15][C@@H:14]2[C@@H:9]([CH2:10][CH2:11][C@H:12]([CH2:16][N:17]3[C:21]([C:22]([O:24][CH2:25][CH3:26])=[O:23])=[C:20]([C:27]([O:29][CH2:30][CH3:31])=[O:28])[N:19]=[CH:18]3)[CH2:13]2)[CH2:8][NH:7]1)=[O:5])[CH3:2].[ClH:32]>C(OCC)(=O)C>[ClH:32].[ClH:32].[CH2:1]([O:3][C:4]([C@@H:6]1[CH2:15][C@@H:14]2[C@@H:9]([CH2:10][CH2:11][C@H:12]([CH2:16][N:17]3[C:21]([C:22]([O:24][CH2:25][CH3:26])=[O:23])=[C:20]([C:27]([O:29][CH2:30][CH3:31])=[O:28])[N:19]=[CH:18]3)[CH2:13]2)[CH2:8][NH:7]1)=[O:5])[CH3:2] |f:3.4.5|. Procedure details: [3S,4aR,6S,8aR]-Ethyl-6-((4,5-bis-ethoxycarbonyl-1H-imidazol-1-yl)methyl)-1,2,3,4,4a,5,6,7,8,8a-decahydroisoquinoline-3-carboxylate was dissolved in ethyl acetate (50 mL) and a solution of 1.86M hydrochloric acid in ethyl acetate (11.65 mL, 0.0217 mol) was added giving a sticky solid. The reaction mixture was concentrated to dryness. The residue was dissolved in dichloromethane (10 mL) and added dropwise to diethyl ether (150 mL) causing the precipitation of 5.09 g (47%) of [3S,4aR,6S,8aR]-Ethyl... Product: COc1ccccc1NCc1ccccc1. As a reaction SMILES: [C:32]([O:33][CH2:34][CH3:35])(=[O:36])[CH3:37].[CH2:44]([OH:45])[CH2:46][CH2:47][CH3:48].[CH3:38][CH2:39][CH2:40][CH2:41][CH2:42][CH3:43].[Cu:30][I:31].[I:17][c:18]1[c:19]([O:24][CH3:25])[cH:20][cH:21][cH:22][cH:23]1.[K+:6].[K+:7].[K+:8].[NH2:9][CH2:10][c:11]1[cH:12][cH:13][cH:14][cH:15][cH:16]1.[OH:26][CH2:27][CH2:28][OH:29].[P:1]([O-:2])([O-:3])([O-:4])=[O:5]>>[NH:9]([CH2:10][c:11]1[cH:12][cH:13][cH:14][cH:15][cH:16]1)[c:18]1[c:19]([O:24][CH3:25])[cH:20][cH:21][cH:22][cH:23]1. The reactants are CCOC(C)=O, CCCCO, CCCCCC, [Cu]I, COc1ccccc1I, [K+], [K+], [K+], NCc1ccccc1, OCCO, O=P([O-])([O-])[O-]. The reactants are C=1(C(=CC=CC1)C(=O)CN1C(C(CN(C2=C1C=C(C=C2)C)CC=C(C)C)NC(=O)OC(C)(C)C)=O)C (1-(2-Toluoylmethyl)-2-oxo-3-tert-butoxycarbonylamino-5-(3-methyl-2-butenyl)-8-methyl-1,3,4,5-tetrahydro-2H-1,5-benzodiazepine). Run in Cl.O1CCOCC1 (HCl dioxane). Conditions: temperature 50 celsius, time 1 hour. Product: C=1(C(=CC=CC1)C(=O)CN1C(C(CN(C2=C1C=C(C=C2)C)CC=C(C)C)N)=O)C (1-(2-toluoylmethyl)-2-oxo-3-amino-5-(3-methyl-2-butenyl)-8-methyl-1,3,4,5-tetrahydro-2H-1,5-benzodiazepine). Isolated yield 79.4%. As a reaction SMILES: [C:1]1([CH3:36])[C:2]([C:7]([CH2:9][N:10]2[C:16]3[CH:17]=[C:18]([CH3:21])[CH:19]=[CH:20][C:15]=3[N:14]([CH2:22][CH:23]=[C:24]([CH3:26])[CH3:25])[CH2:13][CH:12]([NH:27]C(OC(C)(C)C)=O)[C:11]2=[O:35])=[O:8])=[CH:3][CH:4]=[CH:5][CH:6]=1>Cl.O1CCOCC1>[C:1]1([CH3:36])[C:2]([C:7]([CH2:9][N:10]2[C:16]3[CH:17]=[C:18]([CH3:21])[CH:19]=[CH:20][C:15]=3[N:14]([CH2:22][CH:23]=[C:24]([CH3:25])[CH3:26])[CH2:13][CH:12]([NH2:27])[C:11]2=[O:35])=[O:8])=[CH:3][CH:4]=[CH:5][CH:6]=1 |f:1.2|. Reported procedure: 1-(2-Toluoylmethyl)-2-oxo-3-tert-butoxycarbonylamino-5-(3-methyl-2-butenyl)-8-methyl-1,3,4,5-tetrahydro-2H-1,5-benzodiazepine (780 mg) was suspended in 4N HCl-dioxane (10 ml), the suspension was stirred for one hour at 50° C. The reaction mixture was concentrated under reduced pressure, the residue was dissolved in water, washed with diethyl ether, alkalified with saturated aqueous sodium bicarbonate, and extracted with methylene chloride. The organic layer was dried over anhydrous sodium sulfat... Reactants: ClC1=CC=C(C=C1)C=1SC(=C(N1)C)C(CC1CNCCC1)=O (3-[2-[2-(4-chlorophenyl)-4-methylthiazol-5-yl]-2-oxoethyl]piperidine), COC(=O)C=1C=C(C=CC1)OB(O)O (3-(methoxycarbonyl)phenylboric acid). Yields the product ClC1=CC=C(C=C1)C=1SC(=C(N1)C)C(CC1CN(CCC1)C=1C=C(C(=O)OC)C=CC1)=O (Methyl 3-[3-[2-[2-(4-chlorophenyl)-4-methylthiazol-5-yl]-2-oxoethyl]piperidin-1-yl]benzoate). Yield: 45.2%. Reaction SMILES: [Cl:1][C:2]1[CH:7]=[CH:6][C:5]([C:8]2[S:9][C:10]([C:14](=[O:22])[CH2:15][CH:16]3[CH2:21][CH2:20][CH2:19][NH:18][CH2:17]3)=[C:11]([CH3:13])[N:12]=2)=[CH:4][CH:3]=1.[CH3:23][O:24][C:25]([C:27]1[CH:28]=[C:29](OB(O)O)[CH:30]=[CH:31][CH:32]=1)=[O:26]>>[Cl:1][C:2]1[CH:7]=[CH:6][C:5]([C:8]2[S:9][C:10]([C:14](=[O:22])[CH2:15][CH:16]3[CH2:21][CH2:20][CH2:19][N:18]([C:31]4[CH:32]=[C:27]([CH:28]=[CH:29][CH:30]=4)[C:25]([O:24][CH3:23])=[O:26])[CH2:17]3)=[C:11]([CH3:13])[N:12]=2)=[CH:4][CH:3]=1. Procedure: Using 3-[2-[2-(4-chlorophenyl)-4-methylthiazol-5-yl]-2-oxoethyl]piperidine (140 mg, 0.418 mmol) and 3-(methoxycarbonyl)phenylboric acid (150 mg, 0.836 mmol), the same procedure was followed as in Example 2 to give 88.7 mg (45%) of the desired compound as a yellow oil. The reactants are C(C1=CC=CC=C1)S (Benzylmercaptan), FC(C=1C=C(C=C(C1)C(F)(F)F)NC(=S)N[C@H]1[C@@H](CCCC1)N(C)C)(F)F (1-[3,5-bis(trifluoromethyl)phenyl]-3-[(1R,2R)-2-(dimethylamino)cyclohexyl]thiourea), ClC=1C=C(C=C(C1)Cl)\C(=C/C(=O)C1=CC(=C(C(=O)OC(C)(C)C)C=C1)C)\C(F)(F)F (tert-butyl 4-[(E)-3-(3,5-dichlorophenyl)-4,4,4-trifluoro-but-2-enoyl]-2-methyl-benzoate). Run in C1(=CC=CC=C1)C (toluene). Reaction conditions: temperature -40 celsius, time 6 hour. Product: C(C1=CC=CC=C1)SC(CC(=O)C1=CC(=C(C(=O)OC(C)(C)C)C=C1)C)(C(F)(F)F)C1=CC(=CC(=C1)Cl)Cl (tert-butyl 4-[3-benzylsulfanyl-3-(3,5-dichlorophenyl)-4,4,4-trifluoro-butanoyl]-2-methyl-benzoate). Reaction SMILES: [CH2:1]([SH:8])[C:2]1[CH:7]=[CH:6][CH:5]=[CH:4][CH:3]=1.FC(F)(F)C1C=C(NC(N[C@@H]2CCCC[C@H]2N(C)C)=S)C=C(C(F)(F)F)C=1.[Cl:36][C:37]1[CH:38]=[C:39](/[C:44](/[C:62]([F:65])([F:64])[F:63])=[CH:45]\[C:46]([C:48]2[CH:60]=[CH:59][C:51]([C:52]([O:54][C:55]([CH3:58])([CH3:57])[CH3:56])=[O:53])=[C:50]([CH3:61])[CH:49]=2)=[O:47])[CH:40]=[C:41]([Cl:43])[CH:42]=1>C1(C)C=CC=CC=1>[CH2:1]([S:8][C:44]([C:39]1[CH:40]=[C:41]([Cl:43])[CH:42]=[C:37]([Cl:36])[CH:38]=1)([C:62]([F:63])([F:64])[F:65])[CH2:45][C:46]([C:48]1[CH:60]=[CH:59][C:51]([C:52]([O:54][C:55]([CH3:57])([CH3:58])[CH3:56])=[O:53])=[C:50]([CH3:61])[CH:49]=1)=[O:47])[C:2]1[CH:7]=[CH:6][CH:5]=[CH:4][CH:3]=1. Reported procedure: Benzylmercaptan (1.5 eq.) and 1-[3,5-bis(trifluoromethyl)phenyl]-3-[(1R,2R)-2-(dimethylamino)cyclohexyl]thiourea (0.01 eq.) were added to a solution of tert-butyl 4-[(E)-3-(3,5-dichlorophenyl)-4,4,4-trifluoro-but-2-enoyl]-2-methyl-benzoate (200 mg) in toluene (1.5 mL) at −40° C. The solution was stirred at −40° C. for 6 hours then at room temperature for 17 hours. The reaction was quenched by the addition of a saturated solution of sodium chloride, and then extracted with ethylacetate. The colle...